This data is from the Open Reaction Database (ORD), a public repository of structured organic reaction records. The task is: describe an organic reaction: reactants, conditions, products, and yield Reactants: ClC1=CC(=NS1)O (5-chloro-3-hydroxyisothiazole), C#CC(C)=O (1-butyn-3-one), C1(=CC=C(C=C1)S(=O)(=O)O)C (p-toluenesulfonic acid). Solvent: C1(=CC=CC=C1)C (toluene). The product is O=C(C)C=CN1SC(=CC1=O)Cl (2-(2-Oxo-3-buten-4-yl)-5-chloro-4-isothiazolin-3-one). RXN SMILES: [Cl:1][C:2]1[S:6][N:5]=[C:4]([OH:7])[CH:3]=1.[CH:8]#[C:9][C:10](=[O:12])[CH3:11].C1(C)C=CC(S(O)(=O)=O)=CC=1>C1(C)C=CC=CC=1>[O:12]=[C:10]([CH:9]=[CH:8][N:5]1[C:4](=[O:7])[CH:3]=[C:2]([Cl:1])[S:6]1)[CH3:11]. Procedure details: A stirred solution of 5-chloro-3-hydroxyisothiazole (1.5 g, 0.011 mole), 1-butyn-3-one (3.5 g, 0.05 mole) and p-toluenesulfonic acid (0.02 g) in 25 ml of toluene was heated at 80° C. for 24 hours. Upon cooling, the dark brown reaction mixture was concentrated and the residual oil was column chromatographed on silica gel, using diethyl ether/hexane as eluant. Compound 11 was obtained as a yellowish solid; 1.8 g; mp 137°-139° C.; IR (KBr) 1675, 1620 cm-1 ; NMR (CDCl3) δ8.2 (d, 1H, J=13.9 Hz); 6.35...